Dataset: the Open Reaction Database (ORD), a public repository of structured organic reaction records. Task: describe an organic reaction: reactants, conditions, products, and yield Starting materials: Brc1ccsc1, COc1ccc(C(=O)Cl)cc1, [Cl-], [Cl-], [Cl-], [Cl-], ClCCl, Cl, O, [Ti+4]. Product: COc1ccc(C(=O)c2sccc2Br)cc1. RXN SMILES: [Br:1][c:2]1[cH:3][s:4][cH:5][cH:6]1.[CH3:7][O:8][c:9]1[cH:10][cH:11][c:12]([C:13](=[O:14])[Cl:15])[cH:16][cH:17]1.[Cl-:23].[Cl-:24].[Cl-:25].[Cl-:26].[Cl:20][CH2:21][Cl:22].[ClH:18].[OH2:19].[Ti+4:27]>>[Br:1][c:2]1[c:3]([C:13]([c:12]2[cH:11][cH:10][c:9]([O:8][CH3:7])[cH:17][cH:16]2)=[O:14])[s:4][cH:5][cH:6]1. Reactants: Clc1ncc(Br)c(Cl)n1, C1CCOC1, [NH4+], [OH-], O. Product: Nc1nc(Cl)ncc1Br. Reaction SMILES: [Br:1][c:2]1[c:3]([Cl:9])[n:4][c:5]([Cl:8])[n:6][cH:7]1.[CH2:12]1[O:13][CH2:14][CH2:15][CH2:16]1.[NH4+:10].[OH-:11].[OH2:17]>>[Br:1][c:2]1[c:3]([NH2:10])[n:4][c:5]([Cl:8])[n:6][cH:7]1. Reactants: FC=1C=C(C=CC1)N1N=C(C=C1)C1=CC=C(OC2=CC=C(C=C2)O)C=C1 (4-{4-[1-(3-fluorophenyl)-1H-pyrazol-3-yl]-phenoxy}phenol), BrC1(C(NC(NC1=O)=O)=O)CCOCC (5-bromo-5-(2-ethoxyethyl)-pyrimidine-2,4,6-trione). Yields the product C(C)OCCC1(C(NC(NC1=O)=O)=O)OC1=CC=C(C=C1)OC1=CC=C(C=C1)C1=NN(C=C1)C1=CC(=CC=C1)F (5-(2-Ethoxy-ethyl)-5-{4-[4-(1-(3-fluorophenyl)-1H-pyrazol-3-yl)-phenoxy]-phenoxy}-pyrimidine-2,4,6-trione). As a reaction SMILES: [F:1][C:2]1[CH:3]=[C:4]([N:8]2[CH:12]=[CH:11][C:10]([C:13]3[CH:26]=[CH:25][C:16]([O:17][C:18]4[CH:23]=[CH:22][C:21]([OH:24])=[CH:20][CH:19]=4)=[CH:15][CH:14]=3)=[N:9]2)[CH:5]=[CH:6][CH:7]=1.Br[C:28]1([CH2:37][CH2:38][O:39][CH2:40][CH3:41])[C:33](=[O:34])[NH:32][C:31](=[O:35])[NH:30][C:29]1=[O:36]>>[CH2:40]([O:39][CH2:38][CH2:37][C:28]1([O:24][C:21]2[CH:22]=[CH:23][C:18]([O:17][C:16]3[CH:15]=[CH:14][C:13]([C:10]4[CH:11]=[CH:12][N:8]([C:4]5[CH:5]=[CH:6][CH:7]=[C:2]([F:1])[CH:3]=5)[N:9]=4)=[CH:26][CH:25]=3)=[CH:19][CH:20]=2)[C:29](=[O:36])[NH:30][C:31](=[O:35])[NH:32][C:33]1=[O:34])[CH3:41]. Procedure details: By the same procedure as Example 1, Part C, 4-{4-[1-(3-fluorophenyl)-1H-pyrazol-3-yl]-phenoxy}phenol and 5-bromo-5-(2-ethoxyethyl)-pyrimidine-2,4,6-trione (from Preparation 3B) were converted to the title compound. MS m/z: ESI+545.4 (M+H)+, ESI-543.3 (M−H)−. Reactants: CN1N=C(C=C1)C1=CC=C(C=O)C=C1 (4-(1-methyl-1H-pyrazol-3-yl)benzaldehyde), N1(N=CC=C1)C1=CC=C(C=O)C=C1 (4-(1H-pyrazol-1-yl)-benzaldehyde). Yields the product CN1N=C(C=C1)C1=CC=C(C=C1)C=CC=O (3-[4-(1-Methyl-1H-pyrazol-3-yl)phenyl]-2-propenal). As a reaction SMILES: [CH3:1][N:2]1[CH:6]=[CH:5][C:4]([C:7]2[CH:14]=[CH:13][C:10]([CH:11]=O)=[CH:9][CH:8]=2)=[N:3]1.N1(C2C=C[C:23]([CH:24]=[O:25])=CC=2)C=CC=N1>>[CH3:1][N:2]1[CH:6]=[CH:5][C:4]([C:7]2[CH:14]=[CH:13][C:10]([CH:11]=[CH:23][CH:24]=[O:25])=[CH:9][CH:8]=2)=[N:3]1. Procedure: The title compound was prepared by a procedure analogous to Reference Example 30 by substituting 4-(1-methyl-1H-pyrazol-3-yl)benzaldehyde (prepared as described in J. Med. Chem. 1998, 41, 2390) for the 4-(1H-pyrazol-1-yl)-benzaldehyde of Reference Example 30. MS 213 (M+H)+. Starting materials: CC#N, CCOC(C)=O, COc1ccc(-c2cccn3nc(N)nc23)cc1, [I-], [K+], O=N[O-], [Na+], O, Cc1ccc(S(=O)(=O)O)cc1. The product is COc1ccc(-c2cccn3nc(I)nc23)cc1. As a reaction SMILES: [CH3:37][C:38]#[N:39].[CH3:40][CH2:41][O:42][C:43](=[O:44])[CH3:45].[CH3:7][O:8][c:9]1[cH:10][cH:11][c:12](-[c:15]2[c:16]3[n:17]([cH:18][cH:19][cH:20]2)[n:21][c:22]([NH2:24])[n:23]3)[cH:13][cH:14]1.[I-:2].[K+:1].[N:3]([O-:4])=[O:5].[Na+:6].[OH2:36].[c:25]1([CH3:26])[cH:27][cH:28][c:29]([S:30]([OH:31])(=[O:32])=[O:33])[cH:34][cH:35]1>>[I:2][c:22]1[n:21][n:17]2[c:16]([c:15](-[c:12]3[cH:11][cH:10][c:9]([O:8][CH3:7])[cH:14][cH:13]3)[cH:20][cH:19][cH:18]2)[n:23]1. The reactants are BrCc1ccccc1CBr, CCOP(=O)(Cc1ccccc1CBr)OCC, CCO, Cc1ccccc1, CCOC(=O)C(NC=O)C(=O)OCC, [Na], CCOP(OCC)OCC. Product: CCOC(=O)C(Cc1ccccc1CP(=O)(OCC)OCC)(NC=O)C(=O)OCC. RXN SMILES: [Br:11][CH2:12][c:13]1[c:14]([CH2:15][Br:16])[cH:17][cH:18][cH:19][cH:20]1.[Br:36][CH2:37][c:38]1[c:39]([CH2:44][P:45](=[O:46])([O:47][CH2:48][CH3:49])[O:50][CH2:51][CH3:52])[cH:40][cH:41][cH:42][cH:43]1.[CH3:53][CH2:54][OH:55].[CH3:56][c:57]1[cH:58][cH:59][cH:60][cH:61][cH:62]1.[CH:22](=[O:23])[NH:24][CH:25]([C:26](=[O:27])[O:28][CH2:29][CH3:30])[C:31](=[O:32])[O:33][CH2:34][CH3:35].[Na:21].[P:1]([O:2][CH2:3][CH3:4])([O:5][CH2:6][CH3:7])[O:8][CH2:9][CH3:10]>>[CH:22](=[O:23])[NH:24][C:25]([C:26](=[O:27])[O:28][CH2:29][CH3:30])([C:31](=[O:32])[O:33][CH2:34][CH3:35])[CH2:37][c:38]1[c:39]([CH2:44][P:45](=[O:46])([O:47][CH2:48][CH3:49])[O:50][CH2:51][CH3:52])[cH:40][cH:41][cH:42][cH:43]1. Reactants: C(#N)C1=C(C=C(OC2=CC=C(C=C2)C2=NC(=CC(=N2)C(=O)N)[C@H](CO)O)C=C1)C(F)(F)F ((R)-2-(4-(4-cyano-3-(trifluoromethyl)phenoxy)phenyl)-6-(1,2-dihydroxyethyl) pyrimidine-4-carboxamide), CC1(OB(OC1(C)C)C1=CC=C(C=C1)OC1=CC=C(C=C1)C(F)(F)F)C (4,4,5,5-tetramethyl-2-(4-(4-(trifluoromethyl)phenoxy)phenyl)-1,3,2-dioxaborolane). The product is O[C@@H](CO)C1=CC(=NC(=N1)C1=CC=C(C=C1)OC1=CC=C(C=C1)C(F)(F)F)C(=O)N ((R)-6-(1,2-dihydroxyethyl)-2-(4-(4-(trifluoromethyl)phenoxy)phenyl) pyrimidine-4-carboxamide). RXN SMILES: C(C1C=CC([O:7][C:8]2[CH:13]=[CH:12][C:11]([C:14]3[N:19]=[C:18]([C:20]([NH2:22])=[O:21])[CH:17]=[C:16]([C@@H:23]([OH:26])[CH2:24][OH:25])[N:15]=3)=[CH:10][CH:9]=2)=CC=1C(F)(F)F)#N.CC1(C)C(C)(C)OB(C2C=CC(O[C:48]3[CH:53]=[CH:52][C:51]([C:54]([F:57])([F:56])[F:55])=[CH:50][CH:49]=3)=CC=2)O1>>[OH:26][C@H:23]([C:16]1[N:15]=[C:14]([C:11]2[CH:12]=[CH:13][C:8]([O:7][C:48]3[CH:53]=[CH:52][C:51]([C:54]([F:57])([F:56])[F:55])=[CH:50][CH:49]=3)=[CH:9][CH:10]=2)[N:19]=[C:18]([C:20]([NH2:22])=[O:21])[CH:17]=1)[CH2:24][OH:25]. Reported procedure: (R)-6-(1,2-dihydroxyethyl)-2-(4-(4-(trifluoromethyl)phenoxy)phenyl) pyrimidine-4-carboxamide (Compound Example No. 18) was prepared a similarly to (R)-2-(4-(4-cyano-3-(trifluoromethyl)phenoxy)phenyl)-6-(1,2-dihydroxyethyl) pyrimidine-4-carboxamide (Compound Example No. 12) using 4,4,5,5-tetramethyl-2-(4-(4-(trifluoromethyl)phenoxy)phenyl)-1,3,2-dioxaborolane. 1H NMR (400 MHz, DMSO-d6): 8.75-8.67 (2 H, m), 8.65-8.59 (1 H, m), 8.05-8.01 (1 H, m), 8.01-7.94 (1 H, m), 7.83-7.75 (2 H, m), 7.31-7.22 (... Reactants: COC(C1=CC(=NC(=C1)Cl)N[C@@H](C)CC)=O ((S)-2-sec-butylamino-6-chloro-isonicotinic acid methyl ester), C(C)(C)(C)P(C1=C(C=CC=C1)C1=CC=CC=C1)C(C)(C)C (2-(di-tert-butylphosphino)biphenyl), CNS(=O)(=O)C1CC1.[Na] (sodium cyclopropanesulfonic acid methylamide). The reagents and catalysts are C=1C=CC(=CC1)/C=C/C(=O)/C=C/C2=CC=CC=C2.C=1C=CC(=CC1)/C=C/C(=O)/C=C/C2=CC=CC=C2.C=1C=CC(=CC1)/C=C/C(=O)/C=C/C2=CC=CC=C2.[Pd].[Pd] (tris(dibenzylideneacetone)dipalladium). Run in C1(=CC=CC=C1)C (toluene), C1CCOC1 (THF), C(C)(=O)OCC (ethyl acetate), C(C)OCC (diethyl ether). Conditions: temperature 100 celsius. Yields the product COC(C1=CC(=NC(=C1)N(C)S(=O)(=O)C1CC1)N[C@@H](C)CC)=O ((S)-2-sec-Butylamino-6-(cyclopropanesulfonyl-methylamino)-isonicotinic acid methyl ester). RXN SMILES: [CH3:1][O:2][C:3](=[O:16])[C:4]1[CH:9]=[C:8](Cl)[N:7]=[C:6]([NH:11][C@H:12]([CH2:14][CH3:15])[CH3:13])[CH:5]=1.C(P(C(C)(C)C)C1C=CC=CC=1C1C=CC=CC=1)(C)(C)C.[CH3:38][NH:39][S:40]([CH:43]1[CH2:45][CH2:44]1)(=[O:42])=[O:41].[Na]>C1(C)C=CC=CC=1.C1COCC1.C(OCC)(=O)C.C(OCC)C.C1C=CC(/C=C/C(/C=C/C2C=CC=CC=2)=O)=CC=1.C1C=CC(/C=C/C(/C=C/C2C=CC=CC=2)=O)=CC=1.C1C=CC(/C=C/C(/C=C/C2C=CC=CC=2)=O)=CC=1.[Pd].[Pd]>[CH3:1][O:2][C:3](=[O:16])[C:4]1[CH:9]=[C:8]([N:39]([S:40]([CH:43]2[CH2:45][CH2:44]2)(=[O:42])=[O:41])[CH3:38])[N:7]=[C:6]([NH:11][C@H:12]([CH2:14][CH3:15])[CH3:13])[CH:5]=1 |f:2.3,8.9.10.11.12,^1:45|. Procedure: Dissolve (S)-2-sec-butylamino-6-chloro-isonicotinic acid methyl ester (880 mg, 3.6 mmol), tris(dibenzylideneacetone)dipalladium (0) (164 mg, 0.18 mmol), 2-(di-tert-butylphosphino)biphenyl (107 mg, 0.36 mmol) in toluene (18 mL) and THF (2 mL) in a previously nitrogen-filled sealed vessel. Add sodium cyclopropanesulfonic acid methylamide (700 mg, 4.42 mmol) into the mixture under nitrogen and flush the reactants again with nitrogen before sealing and heating overnight at 100° C. Cool the reaction ...